Task: describe an organic reaction: reactants, conditions, products, and yield. Dataset: the Open Reaction Database (ORD), a public repository of structured organic reaction records The reactants are CC1=C(C=CC(=C1)C)N(S(=O)(=O)C1=CC=C(C=C1)CC(=O)OC)CC(C)C (methyl 2-(4-(N-(2,4-dimethylphenyl)-N-isobutylsulfamoyl)phenyl)acetate), Cl (HCl), [OH-].[Na+] (sodium hydroxide). Solvent: O (water), C(C)(=O)OCC (ethyl acetate), O1CCCC1 (tetrahydrofuran), O (water). Reaction conditions: temperature 110 celsius. The product is CC1=C(C=CC(=C1)C)N(S(=O)(=O)C1=CC=C(C=C1)CC(=O)O)CC(C)C (2-(4-(N-(2,4-dimethylphenyl)-N-isobutylsulfamoyl)phenyl)acetic acid). Isolated yield 98.1%. RXN SMILES: [CH3:1][C:2]1[CH:7]=[C:6]([CH3:8])[CH:5]=[CH:4][C:3]=1[N:9]([CH2:24][CH:25]([CH3:27])[CH3:26])[S:10]([C:13]1[CH:18]=[CH:17][C:16]([CH2:19][C:20]([O:22]C)=[O:21])=[CH:15][CH:14]=1)(=[O:12])=[O:11].[OH-].[Na+].Cl>O1CCCC1.O.C(OCC)(=O)C>[CH3:1][C:2]1[CH:7]=[C:6]([CH3:8])[CH:5]=[CH:4][C:3]=1[N:9]([CH2:24][CH:25]([CH3:27])[CH3:26])[S:10]([C:13]1[CH:18]=[CH:17][C:16]([CH2:19][C:20]([OH:22])=[O:21])=[CH:15][CH:14]=1)(=[O:12])=[O:11] |f:1.2|. Procedure: A solution of methyl 2-(4-(N-(2,4-dimethylphenyl)-N-isobutylsulfamoyl)phenyl)acetate (1.3799 g, 3.54 mmol) in tetrahydrofuran (THF) (8 mL) and water (2 mL), was prepared and treated with sodium hydroxide (1.063 mL, 10.63 mmol). The reaction was then heated by microwaves to 110° C., for 30 minutes. After cooling, crude material from a test of the above reaction run on a smaller scale (˜40 mg) was combined with this mixture. The combined solution was then neutralised with 2M HCl and diluted with f... Starting materials: C(C)OC([C@H](CC1=CC=C(C=C1)NC1=NC=CC2=CC=NC=C12)NC(=O)OC(C)(C)C)=O (ethyl-(S)-3-[4-(2,7-naphthyridin-1-ylamino)phenyl]-2-[(t-butoxycarbonyl) amino]propanoate), ethyl-(S)-3-[4-aminophenyl]-2-[t-butoxycarbonylamino] propanoate, Intermediate 12, CO.C(Cl)Cl (MeOH DCM). Solvent: C(C)OC(C)O (ethoxyethanol). Yields the product ClC1=NC=CC2=CC=NC=C12 (1-Chloro-2,7-naphthyridine). As a reaction SMILES: CO.[CH2:3]([Cl:5])Cl.C(OC(=O)[C@@H](NC(OC(C)(C)C)=O)CC1C=CC(N[C:19]2[C:28]3[C:23](=[CH:24][CH:25]=[N:26]C=3)[CH:22]=[CH:21][N:20]=2)=CC=1)C>C(OC(O)C)C>[Cl:5][C:3]1[C:22]2[C:23](=[CH:28][CH:19]=[N:20][CH:21]=2)[CH:24]=[CH:25][N:26]=1 |f:0.1|. Procedure details: A solution of ethyl-(S)-3-[4-aminophenyl]-2-[t-butoxycarbonylamino] propanoate (638 mg, 2.07 mmol) and Intermediate 12 (310 mg, 1.88 mmol) in ethoxyethanol (2 ml) was stirred at 120° for 15 min and at 100° for 1 h under nitrogen. The volatiles were removed in vacuo and the dark residue partitioned between EtOAc (70 ml) and saturated aqueous NaHCO3 (10 ml). The phases were separated and the aqueous layer re-extracted with EtOAc (2×30 ml). The combined organic extracts were washed with brine (10 m... The yield is 27.4%. Starting materials: NC(=S)N (Thiourea), BrCC(=O)C(C(=O)NC1[C@@H]2N(C(=CCS2)C(=O)OCC2=CC=C(C=C2)[N+](=O)[O-])C1=O)=NOC (4-nitrobenzyl 7-[2-(2-bromoacetyl)-2-methoxyiminoacetamido]-3-cephem-4-carboxylate). The solvent is C(C)O (ethanol), O (water). Reaction conditions: time 3.5 hour. RXN SMILES: [NH2:1][C:2]([NH2:4])=[S:3].Br[CH2:6][C:7]([C:9](=[N:35][O:36][CH3:37])[C:10]([NH:12][CH:13]1[C:33](=[O:34])[N:15]2[C:16]([C:20]([O:22][CH2:23][C:24]3[CH:29]=[CH:28][C:27]([N+:30]([O-:32])=[O:31])=[CH:26][CH:25]=3)=[O:21])=[CH:17][CH2:18][S:19][C@H:14]12)=[O:11])=O>C(O)C.O>[NH2:1][C:2]1[S:3][CH:6]=[C:7]([C:9](=[N:35][O:36][CH3:37])[C:10]([NH:12][CH:13]2[C:33](=[O:34])[N:15]3[C:16]([C:20]([O:22][CH2:23][C:24]4[CH:29]=[CH:28][C:27]([N+:30]([O-:32])=[O:31])=[CH:26][CH:25]=4)=[O:21])=[CH:17][CH2:18][S:19][C@H:14]23)=[O:11])[N:4]=1. Procedure: Thiourea (0.14 g.) was added to a solution of 4-nitrobenzyl 7-[2-(2-bromoacetyl)-2-methoxyiminoacetamido]-3-cephem-4-carboxylate (syn-isomer: 0.8 g.) in ethanol (20 ml.) and water (5 ml.), and stirred at room temperature for 3.5 hours. The resultant solution was concentrated under reduced pressure, and to the residue were added water and ethyl acetate. The ethyl acetate layer was separated, washed with water, dried over magnesium sulfate and concentrated under reduced pressure to give the crude ... Yields the product NC=1SC=C(N1)C(C(=O)NC1[C@@H]2N(C(=CCS2)C(=O)OCC2=CC=C(C=C2)[N+](=O)[O-])C1=O)=NOC (4-nitrobenzyl 7-[2-(2-amino-4-thiazolyl)-2-methoxyiminoacetamido]-3-cephem-4-carboxylate).